From a dataset of the Open Reaction Database (ORD), a public repository of structured organic reaction records. describe an organic reaction: reactants, conditions, products, and yield The solvent is C(C)O (ethanol). The product is CC1=CC=C(N1CCCC1=CC=C(C=C1)CCCCC)C1=CC=C(O[C@@H](C(=O)[O-])CC2=CC=CC=C2)C=C1.[Na+] (Sodium (2R)-2-{4-[5-methyl-1-(4-pentylphenylpropyl)-1H-pyrrol-2-yl]phenoxy}-3-phenylpropanoate). As a reaction SMILES: [CH3:1][C:2]1[N:6]([CH2:7][CH2:8][CH2:9][C:10]2[CH:15]=[CH:14][C:13]([CH2:16][CH2:17][CH2:18][CH2:19][CH3:20])=[CH:12][CH:11]=2)[C:5]([C:21]2[CH:38]=[CH:37][C:24]([O:25][C@H:26]([CH2:30][C:31]3[CH:36]=[CH:35][CH:34]=[CH:33][CH:32]=3)[C:27]([OH:29])=[O:28])=[CH:23][CH:22]=2)=[CH:4][CH:3]=1.[OH-].[Na+:40].C(O)C>C(O)C>[CH3:1][C:2]1[N:6]([CH2:7][CH2:8][CH2:9][C:10]2[CH:15]=[CH:14][C:13]([CH2:16][CH2:17][CH2:18][CH2:19][CH3:20])=[CH:12][CH:11]=2)[C:5]([C:21]2[CH:22]=[CH:23][C:24]([O:25][C@H:26]([CH2:30][C:31]3[CH:36]=[CH:35][CH:34]=[CH:33][CH:32]=3)[C:27]([O-:29])=[O:28])=[CH:37][CH:38]=2)=[CH:4][CH:3]=1.[Na+:40] |f:1.2.3,5.6|. Starting materials: CC1=CC=C(N1CCCC1=CC=C(C=C1)CCCCC)C1=CC=C(O[C@@H](C(=O)O)CC2=CC=CC=C2)C=C1 ((2R)-2-{4-[5-methyl-1-(4-pentylphenylpropyl)-1H-pyrrol-2-yl]phenoxy}-3-phenylpropanoic acid), [OH-].[Na+].C(C)O (sodium hydroxide ethanol). Procedure: To a solution of (2R)-2-{4-[5-methyl-1-(4-pentylphenylpropyl)-1H-pyrrol-2-yl]phenoxy}-3-phenylpropanoic acid (135 mg, 0.27 mmol) in ethanol (5 ml) was added 1N sodium hydroxide-ethanol (245 ml, 0.25 mmol) and the mixture was concentrated. To the residue was added hexane to give the object compound as a solid. 25 mg, (18%)